This data is from the Open Reaction Database (ORD), a public repository of structured organic reaction records. The task is: describe an organic reaction: reactants, conditions, products, and yield The reactants are C1(=CC=C(C=C1)S(=O)(=O)Cl)C (p-toluenesulfonic acid chloride), C(C)OC(CO)C (2-ethoxypropanol), O (water). Solvent: N1=CC=CC=C1 (pyridine). Run at time 8 hour. Product: C(C)OC(COS(=O)(=O)C1=CC=C(C=C1)C)C (p-toluenesulfonic acid 2-ethoxypropyl ester). The yield is 96.8%. As a reaction SMILES: [CH2:1]([O:3][CH:4]([CH3:7])[CH2:5][OH:6])[CH3:2].[C:8]1([CH3:18])[CH:13]=[CH:12][C:11]([S:14](Cl)(=[O:16])=[O:15])=[CH:10][CH:9]=1.O>N1C=CC=CC=1>[CH2:1]([O:3][CH:4]([CH3:7])[CH2:5][O:6][S:14]([C:11]1[CH:12]=[CH:13][C:8]([CH3:18])=[CH:9][CH:10]=1)(=[O:16])=[O:15])[CH3:2]. Procedure details: 10 g of 2-ethoxypropanol was dissolved in 59 ml of pyridine and the solution was cooled to below 5° C. To the solution under stirring was added 22 g of p-toluenesulfonic acid chloride. After that, the mixture was stirred for 5 hours at room temperature and left standing overnight. Cold water was added thereto, and the mixture was subjected to extraction with ether. The ether extract was washed with water, followed by distilling-off of the ether to obtain 24 g of p-toluenesulfonic acid 2-ethoxypr... Yields the product BrC=1C=CC(=C(COCCN2C(CCC2=O)=O)C1)NC1=CC(=C(C=C1)C(=O)C1=C(C=CC=C1)C)Cl (1-(2-{[5-Bromo-2-({3-chloro-4-[(2-methylphenyl)carbonyl]phenyl}amino)benzyl]oxy}ethyl)pyrrolidine-2,5-dione). RXN SMILES: [Br:1][C:2]1[CH:7]=[CH:6][C:5]([NH:8][C:9]2[CH:14]=[CH:13][C:12]([C:15]([C:17]3[CH:22]=[CH:21][CH:20]=[CH:19][C:18]=3[CH3:23])=[O:16])=[C:11]([Cl:24])[CH:10]=2)=[C:4]([CH2:25][O:26][CH2:27][CH2:28]O)[CH:3]=1.[C:30]1(=[O:36])[NH:34][C:33](=[O:35])[CH2:32][CH2:31]1>>[Br:1][C:2]1[CH:7]=[CH:6][C:5]([NH:8][C:9]2[CH:14]=[CH:13][C:12]([C:15]([C:17]3[CH:22]=[CH:21][CH:20]=[CH:19][C:18]=3[CH3:23])=[O:16])=[C:11]([Cl:24])[CH:10]=2)=[C:4]([CH:3]=1)[CH2:25][O:26][CH2:27][CH2:28][N:34]1[C:33](=[O:35])[CH2:32][CH2:31][C:30]1=[O:36]. Reactants: BrC1=CC(=C(C=C1)NC1=CC(=C(C=C1)C(=O)C1=C(C=CC=C1)C)Cl)COCCO ([4-({4-Bromo-2-[(2-hydroxyethoxy)methyl]phenyl}amino)-2-chlorophenyl](2-methylphenyl)methanone), C1(CCC(N1)=O)=O (succinimide), compound 219. Procedure: Compound 158 (47 mg, 0.1 mmol), succinimide (14 mg, 0.14 mmol) were treated as described in the preparation of compound 219. Purification was done by flash chromatography (petroleum ether/ethyl acetate 1:1) to provide the title compound as yellow oil.